Dataset: the Open Reaction Database (ORD), a public repository of structured organic reaction records. Task: describe an organic reaction: reactants, conditions, products, and yield Starting materials: C1(CCCCC1)CNC(=O)NNC(CC(C)N1CCN(CC1)C1=C(C=CC=C1)OC)=O (N-(Cyclohexylmethyl)-2-{3-[4-(2-methoxyphenyl)piperazin-1-yl]butanoyl}hydrazinecarboxamide), Cl (HCl). Run in [OH-].[Na+] (NaOH). Yields the product C1(CCCCC1)CN1C(NN=C1CC(C)N1CCN(CC1)C1=C(C=CC=C1)OC)=O (4-(cyclohexylmethyl)-5-{2-[4-(2-methoxyphenyl)piperazin-1-yl]propyl}-2,4-dihydro-3H-1,2,4-triazol-3-one). The yield is 48.8%. As a reaction SMILES: [CH:1]1([CH2:7][NH:8][C:9]([NH:11][NH:12][C:13](=O)[CH2:14][CH:15]([N:17]2[CH2:22][CH2:21][N:20]([C:23]3[CH:28]=[CH:27][CH:26]=[CH:25][C:24]=3[O:29][CH3:30])[CH2:19][CH2:18]2)[CH3:16])=[O:10])[CH2:6][CH2:5][CH2:4][CH2:3][CH2:2]1.Cl>[OH-].[Na+]>[CH:1]1([CH2:7][N:8]2[C:13]([CH2:14][CH:15]([N:17]3[CH2:22][CH2:21][N:20]([C:23]4[CH:28]=[CH:27][CH:26]=[CH:25][C:24]=4[O:29][CH3:30])[CH2:19][CH2:18]3)[CH3:16])=[N:12][NH:11][C:9]2=[O:10])[CH2:6][CH2:5][CH2:4][CH2:3][CH2:2]1 |f:2.3|. Procedure: N-(Cyclohexylmethyl)-2-{3-[4-(2-methoxyphenyl)piperazin-1-yl]butanoyl}hydrazinecarboxamide D13 (0.90 g, 2.08 mmol) in 2M NaOH aqueous solution (20 mL) was heated at reflux for 18 hrs. The pH was adjusted to 8 with conc. HCl and the resulting yellow slurry was extracted twice with DCM (50 mL and 20 mL). The combined organic extracts were filtered and DCM evaporated under reduced pressure to a light yellow glassy solid. Purification by flash chromatography (Silica gel 60 Å, 45 μm 10% methanol in d...